Dataset: the Open Reaction Database (ORD), a public repository of structured organic reaction records. Task: describe an organic reaction: reactants, conditions, products, and yield Reactants: Oc1ncc2cc(F)cc(Br)c2n1, O=P(Cl)(Cl)Cl. Product: Fc1cc(Br)c2nc(Cl)ncc2c1. RXN SMILES: [Br:1][c:2]1[cH:3][c:4]([F:13])[cH:5][c:6]2[cH:7][n:8][c:9]([OH:12])[n:10][c:11]12.[P:14]([Cl:15])([Cl:16])([Cl:17])=[O:18]>>[Br:1][c:2]1[cH:3][c:4]([F:13])[cH:5][c:6]2[cH:7][n:8][c:9]([Cl:16])[n:10][c:11]12.